Task: describe an organic reaction: reactants, conditions, products, and yield. Dataset: the Open Reaction Database (ORD), a public repository of structured organic reaction records The reactants are CN1CCCC1=O, [N-]=[N+]=[N-], CC(C)c1cc(-c2ccc(F)c3ccccc23)nc(N)n1, [Na+], O. Yields the product CC(C)c1cc(-c2ccc(N)c3ccccc23)nc(N)n1. RXN SMILES: [CH3:27][N:28]1[CH2:29][CH2:30][CH2:31][C:32]1=[O:33].[N-:23]=[N+:24]=[N-:25].[NH2:1][c:2]1[n:3][c:4]([CH:19]([CH3:20])[CH3:21])[cH:5][c:6](-[c:8]2[cH:9][cH:10][c:11]([F:18])[c:12]3[cH:13][cH:14][cH:15][cH:16][c:17]23)[n:7]1.[Na+:22].[OH2:26]>>[NH2:1][c:2]1[n:3][c:4]([CH:19]([CH3:20])[CH3:21])[cH:5][c:6](-[c:8]2[cH:9][cH:10][c:11]([NH2:23])[c:12]3[cH:13][cH:14][cH:15][cH:16][c:17]23)[n:7]1. The reactants are CO, ClC(Cl)Cl, Cl, CC(C)(C)OC(=O)NC(CN1C(=O)c2ccccc2C1=O)C(C)(C)c1ccccc1, C1COCCO1. Yields the product CC(C)(c1ccccc1)C(N)CN1C(=O)c2ccccc2C1=O. Reaction SMILES: [CH3:36][OH:37].[Cl:32][CH:33]([Cl:34])[Cl:35].[ClH:31].[O:1]=[C:2]1[N:3]([CH2:12][CH:13]([C:14]([CH3:15])([c:16]2[cH:17][cH:18][cH:19][cH:20][cH:21]2)[CH3:22])[NH:23][C:24](=[O:25])[O:26][C:27]([CH3:28])([CH3:29])[CH3:30])[C:4](=[O:11])[c:5]2[cH:6][cH:7][cH:8][cH:9][c:10]21.[O:38]1[CH2:39][CH2:40][O:41][CH2:42][CH2:43]1>>[O:1]=[C:2]1[N:3]([CH2:12][CH:13]([C:14]([CH3:15])([c:16]2[cH:17][cH:18][cH:19][cH:20][cH:21]2)[CH3:22])[NH2:23])[C:4](=[O:11])[c:5]2[cH:6][cH:7][cH:8][cH:9][c:10]21. Starting materials: ClC1=NC(=C2N=CN(C2=N1)C1CCCC1)Cl (2,6-dichloro-9-cyclopentylpurine), ClC1=C(CN)C=CC(=C1)Cl (2,4-dichlorobenzylamine). The solvent is C(C)N(CC)CC (triethylamine). Yields the product ClC1=NC(=C2N=CN(C2=N1)C1CCCC1)NCC1=C(C=C(C=C1)Cl)Cl (2-Chloro-6-[(2,4-dichlorobenzyl)amino]-9-cyclopentylpurine). Reaction SMILES: [Cl:1][C:2]1[N:10]=[C:9]2[C:5]([N:6]=[CH:7][N:8]2[CH:11]2[CH2:15][CH2:14][CH2:13][CH2:12]2)=[C:4](Cl)[N:3]=1.[Cl:17][C:18]1[CH:25]=[C:24]([Cl:26])[CH:23]=[CH:22][C:19]=1[CH2:20][NH2:21]>C(N(CC)CC)C>[Cl:1][C:2]1[N:10]=[C:9]2[C:5]([N:6]=[CH:7][N:8]2[CH:11]2[CH2:15][CH2:14][CH2:13][CH2:12]2)=[C:4]([NH:21][CH2:20][C:19]2[CH:22]=[CH:23][C:24]([Cl:26])=[CH:25][C:18]=2[Cl:17])[N:3]=1. Procedure: 2-Chloro-6-[(2,4-dichlorobenzyl)amino]-9-cyclopentylpurine is prepared from 2,6-dichloro-9-cyclopentylpurine, 2,4-dichlorobenzylamine, and triethylamine essentially as described above in Example 1, Scheme A, step b. Reactants: COC(C1=C(C=C(C=C1)CCl)C1=CC=CC=C1)=O (4-chloromethyl-2-phenylbenzoic acid methyl ester), C1COCCOCCOCCOCCOCCO1 (18-Crown-6), OC=1C=NC=CC1 (3-hydroxypyridine), [K] (potassium). Solvent: C1(=CC=CC=C1)C (toluene), O (water). Reaction conditions: time 20 minute. The product is COC(C1=C(C=C(C=C1)COC=1C=NC=CC1)C1=CC=CC=C1)=O (4-(3-Pyridyloxymethyl)-2-phenylbenzoic Acid Methyl Ester). Yield: 50.2%. As a reaction SMILES: [CH3:1][O:2][C:3](=[O:18])[C:4]1[CH:9]=[CH:8][C:7]([CH2:10]Cl)=[CH:6][C:5]=1[C:12]1[CH:17]=[CH:16][CH:15]=[CH:14][CH:13]=1.C1OCCOCCOCCOCCOCCOC1.[OH:37][C:38]1[CH:39]=[N:40][CH:41]=[CH:42][CH:43]=1.[K]>C1(C)C=CC=CC=1.O>[CH3:1][O:2][C:3](=[O:18])[C:4]1[CH:9]=[CH:8][C:7]([CH2:10][O:37][C:38]2[CH:39]=[N:40][CH:41]=[CH:42][CH:43]=2)=[CH:6][C:5]=1[C:12]1[CH:17]=[CH:16][CH:15]=[CH:14][CH:13]=1 |^1:43|. Reported procedure: To a solution of 11.1 g (42.3 mmol) of 4-chloromethyl-2-phenylbenzoic acid methyl ester, prepared as in Example 187A, in 150 mL of toluene was added 1.7 g (6.4 mmol) of 18-Crown-6, and 8.40 g (63.1 mmol) of 3-hydroxypyridine, potassium salt. The reaction was stirred at ambient temperature for 20 minutes, then heated to reflux under N2. After 3 hours, the mixture was poured into 100 mL of water. The layers were separated, then the aqueous layer was extracted with ethyl acetate (3×100 mL). The com... RXN SMILES: [C:39](=[O:40])([O-:41])[O-:42].[CH3:45][CH2:46][OH:47].[F:1][C:2]([c:3]1[cH:4][cH:5][c:6]([C:9](=[C:10]2[CH2:11][CH2:12][NH:13][CH2:14][CH2:15]2)[c:16]2[cH:17][cH:18][c:19]([C:22]([F:23])([F:24])[F:25])[cH:20][cH:21]2)[cH:7][cH:8]1)([F:26])[F:27].[K+:43].[K+:44].[N+:28](=[O:29])([O-:30])[c:31]1[cH:32][cH:33][c:34]([CH2:37][Br:38])[cH:35][cH:36]1>>[F:1][C:2]([c:3]1[cH:4][cH:5][c:6]([C:9](=[C:10]2[CH2:11][CH2:12][N:13]([CH2:37][c:34]3[cH:33][cH:32][c:31]([N+:28](=[O:29])[O-:30])[cH:36][cH:35]3)[CH2:14][CH2:15]2)[c:16]2[cH:17][cH:18][c:19]([C:22]([F:23])([F:24])[F:25])[cH:20][cH:21]2)[cH:7][cH:8]1)([F:26])[F:27]. Product: O=[N+]([O-])c1ccc(CN2CCC(=C(c3ccc(C(F)(F)F)cc3)c3ccc(C(F)(F)F)cc3)CC2)cc1. Starting materials: O=C([O-])[O-], CCO, FC(F)(F)c1ccc(C(=C2CCNCC2)c2ccc(C(F)(F)F)cc2)cc1, [K+], [K+], O=[N+]([O-])c1ccc(CBr)cc1. Reactants: ClCCl, O=C(O)C(F)(F)F, O=C(OC(=O)C(F)(F)F)C(F)(F)F, N, [O-][n+]1nc(NCCO)nc2cc3c(cc21)CCC3, OO. Product: [O-][n+]1nc(NCCO)[n+]([O-])c2cc3c(cc21)CCC3. RXN SMILES: [Cl:41][CH2:42][Cl:43].[F:34][C:35]([F:36])([F:37])[C:38]([OH:39])=[O:40].[F:3][C:4]([F:5])([F:7])[C:8](=[O:6])[O:9][C:10](=[O:11])[C:12]([F:13])([F:14])[F:15].[NH3:44].[O-:16][n+:17]1[n:18][c:19]([NH:30][CH2:31][CH2:32][OH:33])[n:20][c:21]2[c:22]1[cH:23][c:24]1[c:28]([cH:29]2)[CH2:27][CH2:26][CH2:25]1.[OH:1][OH:2]>>[O-:6][n+:20]1[c:19]([NH:30][CH2:31][CH2:32][OH:33])[n:18][n+:17]([O-:16])[c:22]2[c:21]1[cH:29][c:28]1[c:24]([cH:23]2)[CH2:25][CH2:26][CH2:27]1. Reactants: C(OCC)(OCC)OCC (triethyl orthoformate), Cl.NC=1C=C(C(=O)OC)C=C(C1O)O (methyl 3-amino-4,5-dihydroxybenzoate hydrochloride). Solvent: CCCCCC (hexane). Yields the product OC1=CC(=CC=2N=COC21)C(=O)OC (Methyl 7-Hydroxy-1,3-benzoxazole-5-carboxylate). Yield: 76.8%. Reaction SMILES: [CH:1](OCC)(OCC)OCC.Cl.[NH2:12][C:13]1[CH:14]=[C:15]([CH:20]=[C:21]([OH:24])[C:22]=1[OH:23])[C:16]([O:18][CH3:19])=[O:17]>CCCCCC>[OH:24][C:21]1[C:22]2[O:23][CH:1]=[N:12][C:13]=2[CH:14]=[C:15]([C:16]([O:18][CH3:19])=[O:17])[CH:20]=1 |f:1.2|. Reported procedure: To stirred triethyl orthoformate (35.0 mL, 210 mmol) was added methyl 3-amino-4,5-dihydroxybenzoate hydrochloride (6.30 g, 28.7 mmol). The stirred suspension was refluxed for 20 min (until a clear solution formed), cooled to room temperature, and poured into hexane (200 mL). The formed precipitate was separated by filtration and vacuum-dried to afford the desired benzoxazole (4.26 g, 22.05 mmol, 77% yield). 1H NMR (400 MHz, DMSO-d6): δ 10.90 (br. s, 1H), 8.79 (s, 1H), 7.80 (d, J=1.3 Hz, 1H), 7.5...